This data is from the Open Reaction Database (ORD), a public repository of structured organic reaction records. The task is: describe an organic reaction: reactants, conditions, products, and yield The reactants are N1(CCCC1)C(=O)[C@@H]1CC[C@H](CC1)C(=O)OC (Methyl trans-4-(pyrrolidin-1-ylcarbonyl)cyclohexanecarboxylate), [OH-].[Na+] (sodium hydroxide). Run in O (water), CO (methanol). Run at time 18 hour. Yields the product N1(CCCC1)C(=O)[C@@H]1CC[C@H](CC1)C(=O)O (Trans-4-(pyrrolidin-1-ylcarbonyl)cyclohexane-carboxylic acid). Isolated yield 91.7%. RXN SMILES: [N:1]1([C:6]([C@H:8]2[CH2:13][CH2:12][C@H:11]([C:14]([O:16]C)=[O:15])[CH2:10][CH2:9]2)=[O:7])[CH2:5][CH2:4][CH2:3][CH2:2]1.[OH-].[Na+]>CO.O>[N:1]1([C:6]([C@H:8]2[CH2:13][CH2:12][C@H:11]([C:14]([OH:16])=[O:15])[CH2:10][CH2:9]2)=[O:7])[CH2:2][CH2:3][CH2:4][CH2:5]1 |f:1.2|. Procedure: Methyl trans-4-(pyrrolidin-1-ylcarbonyl)cyclohexanecarboxylate (11.7 g) obtained in Reference Example 81(1) is dissolved in methanol (50 ml), and thereto is added a solution of sodium hydroxide (3.95 g) in water (20 ml). The mixture is then stirred at room temperature for 18 hours. The reaction solution is concentrated under reduced pressure. The residue is diluted with ice-water and washed with diethyl ether. The resulting aqueous layer is acidified with 10% hydrochloric acid and extracted twic...